From a dataset of the Open Reaction Database (ORD), a public repository of structured organic reaction records. describe an organic reaction: reactants, conditions, products, and yield The reactants are C(=O)([O-])[O-].[Na+].[Na+] (Na2CO3), B(Br)(Br)Br (BBr3), COC=1C=CC2=C(C(=CS2)C=O)C1 (5-methoxy-benzothiophene-3-carboxaldehyde). The solvent is C(Cl)Cl (CH2Cl2), C(Cl)Cl (CH2Cl2). Yields the product OC=1C=CC2=C(C(=CS2)C=O)C1 (5-hydroxy benzothiophene-3-carboxaldehyde). RXN SMILES: B(Br)(Br)Br.C[O:6][C:7]1[CH:8]=[CH:9][C:10]2[S:14][CH:13]=[C:12]([CH:15]=[O:16])[C:11]=2[CH:17]=1.C([O-])([O-])=O.[Na+].[Na+]>C(Cl)Cl>[OH:6][C:7]1[CH:8]=[CH:9][C:10]2[S:14][CH:13]=[C:12]([CH:15]=[O:16])[C:11]=2[CH:17]=1 |f:2.3.4|. Procedure details: A solution of BBr3 (0.07 mol) in 15 ml CH2Cl2 is added at 0° to a solution of 0.014 mol 5-methoxy-benzothiophene-3-carboxaldehyde in 80 ml CH2Cl2. After 4 hours 2 N Na2CO3 is added until pH=7. The organic solvent is evaporated and the suspension is filtered. The solid is washed with water to yield crude title compound which is recrystallized from CH3OH/H2O. M.p.=200°. Reactants: NCCN1CCCCC1, O=C(O)c1cc2nc(-c3cccc4[nH]ncc34)nc(N3CCOCC3)c2s1. Yields the product O=C(NCCN1CCCCC1)c1cc2nc(-c3cccc4[nH]ncc34)nc(N3CCOCC3)c2s1. As a reaction SMILES: [N:28]1([CH2:34][CH2:35][NH2:36])[CH2:29][CH2:30][CH2:31][CH2:32][CH2:33]1.[nH:1]1[n:2][cH:3][c:4]2[c:5](-[c:10]3[n:11][c:12]([N:22]4[CH2:23][CH2:24][O:25][CH2:26][CH2:27]4)[c:13]4[c:14]([n:15]3)[cH:16][c:17]([C:19](=[O:20])[OH:21])[s:18]4)[cH:6][cH:7][cH:8][c:9]12>>[nH:1]1[n:2][cH:3][c:4]2[c:5](-[c:10]3[n:11][c:12]([N:22]4[CH2:23][CH2:24][O:25][CH2:26][CH2:27]4)[c:13]4[c:14]([n:15]3)[cH:16][c:17]([C:19](=[O:20])[NH:36][CH2:35][CH2:34][N:28]3[CH2:29][CH2:30][CH2:31][CH2:32][CH2:33]3)[s:18]4)[cH:6][cH:7][cH:8][c:9]12. The reactants are C(C(O)CC(=O)O)(=O)O (DL-malic acid), CC(CO)CC (2-methyl-1-butanol), resin. Conditions: temperature 120 celsius, time 1.5 hour. The product is CC(COC(C(O)CC(=O)OCC(CC)C)=O)CC (Di-(2-methylbutyl)-DL-malate). RXN SMILES: [C:1]([OH:9])(=[O:8])[CH:2]([CH2:4][C:5]([OH:7])=[O:6])[OH:3].[CH3:10][CH:11]([CH2:14][CH3:15])[CH2:12]O>>[CH3:10][CH:11]([CH2:14][CH3:15])[CH2:12][O:8][C:1](=[O:9])[CH:2]([CH2:4][C:5]([O:7][CH2:10][CH:11]([CH3:12])[CH2:14][CH3:15])=[O:6])[OH:3]. Procedure: Di(2-methylbutyl)-DL-malate was prepared using a procedure similar to that in Example 4. To the reaction flask, DL-malic acid (100.56 g), 2-methyl-1-butanol (325 mL) and Amberlyst® 15 ion exchange resin (15.1 g) were added. The mixture was placed under nitrogen and heated to reflux. At 108° C., two phases started to collect in the Dean-Stark trap. After 1.5 hr, the reaction temperature was increased to 115° C. for 20 minutes and 120° C. for 20 minutes. Once water ceased to collect in the Dean-St... Reactants: ClC=1C(=NN(C1OC(F)F)C)C1=CC=C(C=C1)Cl (4-chloro-3-(4-chlorophenyl)-5-difluoromethoxy-1-methyl-1H-pyrazole), [N+](=O)(O)[O-] (nitric acid). Reaction conditions: time 2 hour. The product is ClC=1C(=NN(C1OC(F)F)C)C1=CC(=C(C=C1)Cl)[N+](=O)[O-] (4-Chloro-3-(4-chloro-3-nitrophenyl)-5-difluoromethoxy-1-methyl-1H-pyrazole). Reaction SMILES: [Cl:1][C:2]1[C:3]([C:12]2[CH:17]=[CH:16][C:15]([Cl:18])=[CH:14][CH:13]=2)=[N:4][N:5]([CH3:11])[C:6]=1[O:7][CH:8]([F:10])[F:9].[N+:19]([O-])([OH:21])=[O:20]>>[Cl:1][C:2]1[C:3]([C:12]2[CH:17]=[CH:16][C:15]([Cl:18])=[C:14]([N+:19]([O-:21])=[O:20])[CH:13]=2)=[N:4][N:5]([CH3:11])[C:6]=1[O:7][CH:8]([F:9])[F:10]. Reported procedure: 113.4 g (0.387 mol) of 4-chloro-3-(4-chlorophenyl)-5-difluoromethoxy-1-methyl-1H-pyrazole were added a little at a time at -40° C. to 500 ml of 98% strength nitric acid. The mixture was stirred at this temperature for 2 hours and then the solution was stirred into ice. The product was extracted from the aqueous phase with dichloromethane. The dichloromethane phase was subsequently washed a number of times with water and then with saturated sodium chloride solution. Drying over magnesium sulfate ...